This data is from the Open Reaction Database (ORD), a public repository of structured organic reaction records. The task is: describe an organic reaction: reactants, conditions, products, and yield Reactants: CC1(OC2=C(C(N1)=O)C=CC(=C2)OCC(C)=O)C (2,3-dihydro-2,2-dimethyl-7-(2-oxo-propoxy)-4H-1,3-benzoxazin-4-one), N (ammonia), [H][H] (hydrogen). The reagents and catalysts are [Ni] (Raney nickel). Run in CO (methanol). Yields the product NC(COC=1C=C(C(C(=O)N)=CC1)O)C (4-(2-amino-propoxy)-salicylamide). RXN SMILES: CC1(C)[NH:7][C:6](=[O:8])[C:5]2[CH:9]=[CH:10][C:11]([O:13][CH2:14][C:15](=O)[CH3:16])=[CH:12][C:4]=2[O:3]1.[NH3:19].[H][H]>[Ni].CO>[NH2:19][CH:15]([CH3:16])[CH2:14][O:13][C:11]1[CH:12]=[C:4]([OH:3])[C:5](=[CH:9][CH:10]=1)[C:6]([NH2:7])=[O:8]. Procedure details: After adding about 5 g of Raney nickel catalyst, a solution of 25 g of 2,3-dihydro-2,2-dimethyl-7-(2-oxo-propoxy)-4H-1,3-benzoxazin-4-one in 500 ml of methanol is introduced into an autoclave and ammonia gas is then injected until the pressure is 5 bars. The solution is then hydrogenated at 50° and a hydrogen pressure of 100 bars until the reaction has ceased. After filtering off the catalyst and evaporating the solution, crude 4-(2-amino-propoxy)-salicylamide is obtained, which after recrystall... Isolated yield 96.9%. Conditions: temperature 25 celsius, time 2 hour. Solvent: O1CCCC1 (tetrahydrofuran). RXN SMILES: C[O:2][C:3](=[O:27])[C@@H:4]([N:12]1[CH2:16][C:15]([O:17][C:18]2[C:23]([F:24])=[CH:22][CH:21]=[CH:20][C:19]=2[Cl:25])=[CH:14][C:13]1=[O:26])[CH2:5][CH:6]1[CH2:11][CH2:10][CH2:9][CH2:8][CH2:7]1.[OH-].[Li+].O.C(OCC)C>O1CCCC1>[Cl:25][C:19]1[CH:20]=[CH:21][CH:22]=[C:23]([F:24])[C:18]=1[O:17][C:15]1[CH2:16][N:12]([C@@H:4]([CH2:5][CH:6]2[CH2:11][CH2:10][CH2:9][CH2:8][CH2:7]2)[C:3]([OH:27])=[O:2])[C:13](=[O:26])[CH:14]=1 |f:1.2|. Procedure: To a stirred mixture of (S)-2-[4-(2-chloro-6-fluoro-phenoxy)-2-oxo-2,5-dihydro-pyrrol-1-yl]-3-cyclohexyl-propionic acid methyl ester (800 mg, 2.00 mmol) in tetrahydrofuran (10 mL) was added 0.5N lithium hydroxide solution (8.0 mL, 4.0 mmol). After addition was complete the mixture was stirred at 25° C. for 2 h. The reaction mixture was poured into water and diethyl ether and the layers were separated. The aqueous layer was made acidic with 1N aqueous hydrochloric acid and extracted with ethyl ac... The product is ClC1=C(OC2=CC(N(C2)[C@H](C(=O)O)CC2CCCCC2)=O)C(=CC=C1)F ((S)-2-[4-(2-chloro-6-fluoro-phenoxy)-2-oxo-2,5-dihydro-pyrrol-1-yl]-3-cyclohexyl-propionic acid). The reactants are COC([C@H](CC1CCCCC1)N1C(C=C(C1)OC1=C(C=CC=C1F)Cl)=O)=O ((S)-2-[4-(2-chloro-6-fluoro-phenoxy)-2-oxo-2,5-dihydro-pyrrol-1-yl]-3-cyclohexyl-propionic acid methyl ester), O (water), C(C)OCC (diethyl ether), [OH-].[Li+] (lithium hydroxide). The reactants are O (water), C([O-])([O-])=O.[K+].[K+] (Potassium carbonate), BrCC(=O)OCC (ethyl bromoacetate), CC1NC(COC1)C (3,5-dimethylmorpholine). Solvent: C(C)#N (acetonitrile). Run at temperature 60 celsius, time 12 hour. Yields the product CC1COCC(N1CC(=O)OCC)C (Ethyl 2-(3,5-dimethylmorpholino)acetate). Reaction SMILES: C(=O)([O-])[O-].[K+].[K+].Br[CH2:8][C:9]([O:11][CH2:12][CH3:13])=[O:10].[CH3:14][CH:15]1[CH2:20][O:19][CH2:18][CH:17]([CH3:21])[NH:16]1.O>C(#N)C>[CH3:14][CH:15]1[N:16]([CH2:8][C:9]([O:11][CH2:12][CH3:13])=[O:10])[CH:17]([CH3:21])[CH2:18][O:19][CH2:20]1 |f:0.1.2|. Procedure details: Potassium carbonate (0.311 g, 2.25 mmol) and ethyl bromoacetate (0.319 g, 1.91 mmol) was added to the solution of 3,5-dimethylmorpholine (0.2 g, 1.73 mmol) in acetonitrile (4 mL) at room temperature. The reaction mixture was stirred at 60° C. for 12 h. The reaction mixture was transferred into iced-water and extracted with ethyl acetate (20 mL×3). The combined organic layers was washed with brine, dried over anhydrous Na2SO4, and concentrated under reduced pressure to give the crude product, whi... Reactants: O=C(OO)c1cccc(Cl)c1, ClCCl, [Na+], [Na+], [Na+], O=C([O-])O, O=S([O-])([O-])=S, c1cncc(C2CO2)c1, O. Product: [O-][n+]1cccc(C2CO2)c1. Reaction SMILES: [Cl:1][c:2]1[cH:3][cH:4][cH:5][c:6]([C:7]([O:8][OH:10])=[O:9])[cH:11]1.[Cl:33][CH2:34][Cl:35].[Na+:16].[Na+:26].[Na+:27].[O-:12][C:13]([OH:14])=[O:15].[O-:28][S:29]([O-:30])(=[S:31])=[O:32].[O:17]1[CH:18]([c:20]2[cH:21][n:22][cH:23][cH:24][cH:25]2)[CH2:19]1.[OH2:36]>>[O-:9][n+:22]1[cH:21][c:20]([CH:18]2[O:17][CH2:19]2)[cH:25][cH:24][cH:23]1.